This data is from the Open Reaction Database (ORD), a public repository of structured organic reaction records. The task is: describe an organic reaction: reactants, conditions, products, and yield Starting materials: B, C=CCCN1CCN(C(=O)OC(C)(C)C)CC1=O, CC(=O)O, CC(C)=O, CCO, ClCCCl, [O-][I+3]([O-])([O-])[O-], [NH4+], OCC1CCCN1, [Na+], [OH-], O, O=[Os](=O)(=O)=O, c1ccncc1. Yields the product CC(C)(C)OC(=O)N1CCN(CCCN2CCCC2CO)C(=O)C1. RXN SMILES: [BH3:32].[C:7]([CH3:8])([CH3:9])([CH3:10])[O:11][C:12](=[O:13])[N:14]1[CH2:15][C:16](=[O:24])[N:17]([CH2:20][CH2:21][CH:22]=[CH2:23])[CH2:18][CH2:19]1.[CH3:39][C:40](=[O:41])[OH:42].[CH3:46][C:47]([CH3:48])=[O:49].[CH3:54][CH2:55][OH:56].[Cl:50][CH2:51][CH2:52][Cl:53].[I+3:1]([O-:2])([O-:3])([O-:4])[O-:5].[NH4+:43].[NH:25]1[CH:26]([CH2:27][OH:28])[CH2:29][CH2:30][CH2:31]1.[Na+:6].[OH-:44].[OH2:45].[Os:57](=[O:58])(=[O:59])(=[O:60])=[O:61].[n:33]1[cH:34][cH:35][cH:36][cH:37][cH:38]1>>[C:7]([CH3:8])([CH3:9])([CH3:10])[O:11][C:12](=[O:13])[N:14]1[CH2:15][C:16](=[O:24])[N:17]([CH2:20][CH2:21][CH2:22][N:25]2[CH:26]([CH2:27][OH:28])[CH2:29][CH2:30][CH2:31]2)[CH2:18][CH2:19]1. The product is Cc1cc(Br)cnc1O. The reactants are O=N[O-], Cc1cc(Br)cnc1N, [Na+], O, O=S(=O)(O)O. As a reaction SMILES: [N:10](=[O:11])[O-:12].[NH2:1][c:2]1[n:3][cH:4][c:5]([Br:9])[cH:6][c:7]1[CH3:8].[Na+:13].[OH2:19].[S:14](=[O:15])(=[O:16])([OH:17])[OH:18]>>[c:2]1([OH:11])[n:3][cH:4][c:5]([Br:9])[cH:6][c:7]1[CH3:8]. Starting materials: FC1=CC=C(C=N1)N (6-fluoropyridin-3-amine), solution, C(C)(C)[Mg]Cl (isopropylmagnesium chloride), C1(CC1)C1=NNC(=C1)NC1=NC(=NC=2CCCCC12)N1C(CCC1)C(=O)OC (methyl 1-(4-(3-cyclopropyl-1H-pyrazol-5-ylamino)-5,6,7,8-tetrahydroquinazolin-2-yl)pyrrolidine-2-carboxylate). Run in C1CCOC1 (THF), C1CCOC1 (THF), C1CCOC1 (THF). Conditions: time 20 minute. Product: C1(CC1)C1=CC(=NN1)NC1=NC(=NC=2CCCCC12)N1[C@H](CCC1)C(=O)NC=1C=NC(=CC1)F ((R)-1-(4-(5-cyclopropyl-1H-pyrazol-3-ylamino)-5,6,7,8-tetrahydroquinazolin-2-yl)-N-(6-fluoropyridin-3-yl)pyrrolidine-2-carboxamide). Yield: 4.9%. Reaction SMILES: [F:1][C:2]1[N:7]=[CH:6][C:5]([NH2:8])=[CH:4][CH:3]=1.C([Mg]Cl)(C)C.[CH:14]1([C:17]2[CH:21]=[C:20]([NH:22][C:23]3[C:32]4[CH2:31][CH2:30][CH2:29][CH2:28][C:27]=4[N:26]=[C:25]([N:33]4[CH2:37][CH2:36][CH2:35][CH:34]4[C:38](OC)=[O:39])[N:24]=3)[NH:19][N:18]=2)[CH2:16][CH2:15]1>C1COCC1>[CH:14]1([C:17]2[NH:18][N:19]=[C:20]([NH:22][C:23]3[C:32]4[CH2:31][CH2:30][CH2:29][CH2:28][C:27]=4[N:26]=[C:25]([N:33]4[CH2:37][CH2:36][CH2:35][C@@H:34]4[C:38]([NH:8][C:5]4[CH:6]=[N:7][C:2]([F:1])=[CH:3][CH:4]=4)=[O:39])[N:24]=3)[CH:21]=2)[CH2:16][CH2:15]1. Procedure details: To a stirred solution of 6-fluoropyridin-3-amine (2.58 g, 23.01 mmol) in THF (40 mL) was added a 2M solution of isopropylmagnesium chloride in THF (11.5 mL, 23 mmol) at 0° C. After 20 min of stirring, to this was added a solution of methyl 1-(4-(3-cyclopropyl-1H-pyrazol-5-ylamino)-5,6,7,8-tetrahydroquinazolin-2-yl)pyrrolidine-2-carboxylate (2.2 g, 5.75 mmol) in THF (10 mL) at 0° C. The reaction mixture was further stirred at RT for 2 h. After completion of reaction it was quenched with saturated... Reactants: three, [H-].[Na+] (sodium hydride), [H-].[Na+] (sodium hydride), BrC(C(=O)OCC)CCCCCC (ethyl α-bromocaprylate), C(CCC(=O)[O-])(C(=O)OCC)C(=O)[O-] (ethyl propane-1,1,3-tricarboxylate), [H-].[Na+] (sodium hydride). The solvent is CN(C=O)C (dimethylformamide), CCCCC (pentane). Run at temperature 25 celsius, time 5 hour. Yields the product C(CCCCC)C1C(CCC1=O)C(=O)O (2-n-hexyl-3-oxo-cyclopentane-carboxylic acid). Yield: 42.4%. Reaction SMILES: [H-].[Na+].[CH:3]([C:14]([O-])=O)([C:9]([O:11]CC)=[O:10])[CH2:4][CH2:5][C:6]([O-:8])=O.Br[CH:18]([CH2:24][CH2:25][CH2:26][CH2:27]CC)[C:19](OCC)=O>CN(C)C=O.CCCCC>[CH2:19]([CH:14]1[C:6](=[O:8])[CH2:5][CH2:4][CH:3]1[C:9]([OH:11])=[O:10])[CH2:18][CH2:24][CH2:25][CH2:26][CH3:27] |f:0.1|. Procedure: In a 1 L three necked flask fitted with a mechanical stirrer, a thermometer, a nitrogen inlet tube and a calcium chloride drying tube, is placed a suspension of 5.75 g of sodium hydride in 250 ml of dry dimethylformamide. Dry nitrogen is let in and 69 g of ethyl propane-1,1,3-tricarboxylate (G.A. Swan, J.Chem.Sooc., 1039 (1955)) is added dropwise with vigorous stirring. The rate of addition is adjusted to maintain an internal temperature of about 25° C. The reaction mixture is stirred at room te... Solvent: C(C)O (ethanol). Reaction SMILES: [NH2:1][C:2]1[CH:7]=[CH:6][CH:5]=[CH:4][N:3]=1.Cl[C:9]1[C:10](=[O:24])[C:11]2[C:16]([C:17](=[O:20])[C:18]=1Cl)=[C:15]([N+:21]([O-:23])=[O:22])[CH:14]=[CH:13][CH:12]=2>C(O)C>[O:20]=[C:17]1[C:18]2[N:1]=[C:2]3[CH:7]=[CH:6][CH:5]=[CH:4][N:3]3[C:9]=2[C:10](=[O:24])[C:11]2[CH:12]=[CH:13][CH:14]=[C:15]([N+:21]([O-:23])=[O:22])[C:16]1=2. The reactants are NC1=NC=CC=C1 (2-aminopyridine), ClC=1C(C2=CC=CC(=C2C(C1Cl)=O)[N+](=O)[O-])=O (2,3-dichloro-1,4-dihydro-1,4-dioxo-5-nitronaphthalene). Procedure details: 1.73 g (18 mmol, 1 eq) of 2-aminopyridine are added to a suspension of 5.00 g (18 mmol), 1 eq) of 2,3-dichloro-1,4-dihydro-1,4-dioxo-5-nitronaphthalene in 400 mL of ethanol. The mixture is brought to reflux for 5 h. After an orange precipitate appears, the reaction is allowed to cool to ambient temperature and the precipitate is filtered and purified on a flash column (support: silica 6-35 μm, h=45 cm, δ=16 cm; conditioning: heptane/ethyl acetate, 50/50; eluant: heptane/ethyl acetate, 50/50 to 7... Product: O=C1C=2C(=CC=CC2C(C2=C1N=C1N2C=CC=C1)=O)[N+](=O)[O-] (6,11-dihydro-6,11-dioxo-7-nitronaphtho[2',3':4,5]imidazo[1,2-a]pyridine). Yield: 4.5%. The reactants are O.NN (Hydrazine hydrate), C(C)OC(C(CC(CC(C)C1=CC=CC=C1)=O)=O)=O (2,4-dioxo-6-phenylheptanoic acid ethyl ester). Solvent: CCO (EtOH). Yields the product C(C)OC(=O)C1=NNC(=C1)CC(C)C1=CC=CC=C1 (5-(2-phenylpropyl)-1H-pyrazole-3-carboxylic acid ethyl ester). Yield: 6.9%. RXN SMILES: O.[NH2:2][NH2:3].[CH2:4]([O:6][C:7](=[O:22])[C:8](=O)[CH2:9][C:10](=O)[CH2:11][CH:12]([C:14]1[CH:19]=[CH:18][CH:17]=[CH:16][CH:15]=1)[CH3:13])[CH3:5]>CCO>[CH2:4]([O:6][C:7]([C:8]1[CH:9]=[C:10]([CH2:11][CH:12]([C:14]2[CH:19]=[CH:18][CH:17]=[CH:16][CH:15]=2)[CH3:13])[NH:3][N:2]=1)=[O:22])[CH3:5] |f:0.1|. Procedure: Hydrazine hydrate (0.134 mL, 2.76 mmol) was added to a stirring room temperature solution of 56 0.7230 g, 2.76 mmol) in EtOH (2.8 mL, 1 M) under N2. The reaction was then heated to reflux until judged complete by HPLC (50 min): The reaction was concentrated and purified by preparative reverse phase HPLC with the following conditions: 0 to 24 min, 55:45 H2O:CH3CN; 24-25 min, 55:45 to 0:100H2O:CH3CN; 20 mL/min.; λ=214 nM; 100 mg/mL, 0.2 mL/injection. 0.0489 g of 57 was obtained. 1H (CDCl3, 300 MHz...